From a dataset of the Open Reaction Database (ORD), a public repository of structured organic reaction records. describe an organic reaction: reactants, conditions, products, and yield Reactants: C(C)(C)(C)OC(=O)N1CCC(CC1)=O (4-oxo-piperidine-1-carboxylic acid tert-butyl ester), C(C1=CC=CC=C1)N (benzylamine), [N+](=O)([O-])C=CC1=CC=C(C=C1)O (4-(2-nitro-vinyl)-phenol). Run in CCO (EtOH). The product is C(C1=CC=CC=C1)N1C=C(C=2CNCCC21)C2=CC=C(C=C2)O (4-(1-Benzyl-4,5,6,7-tetrahydro-1H-pyrrolo[3,2-c]pyridin-3-yl)-phenol). Reaction SMILES: C(OC([N:8]1[CH2:13][CH2:12][C:11](=O)[CH2:10][CH2:9]1)=O)(C)(C)C.[CH2:15]([NH2:22])[C:16]1[CH:21]=[CH:20][CH:19]=[CH:18][CH:17]=1.[N+]([CH:26]=[CH:27][C:28]1[CH:33]=[CH:32][C:31]([OH:34])=[CH:30][CH:29]=1)([O-])=O>CCO>[CH2:15]([N:22]1[C:11]2[CH2:10][CH2:9][NH:8][CH2:13][C:12]=2[C:27]([C:28]2[CH:33]=[CH:32][C:31]([OH:34])=[CH:30][CH:29]=2)=[CH:26]1)[C:16]1[CH:21]=[CH:20][CH:19]=[CH:18][CH:17]=1. Reported procedure: The title compound (0.09 g) was prepared from 1.22 g of 4-oxo-piperidine-1-carboxylic acid tert-butyl ester, 856 μL of benzylamine, and 1.29 g of 4-(2-nitro-vinyl)-phenol, which was added in EtOH (12 mL). MS (ESI): exact mass calculated for C20H20N2O, 304.16. found, m/z 305.2 [M+H]+. 1H NMR (500 MHz, CD3OD): 7.35-7.32 (m, 2H), 7.29-7.25 (m, 2H), 7.17-7.14 (m, 4H), 6.98 (s, 1H), 6.80-6.77 (m, 2H), 5.12 (s, 2H), 4.31 (s, 2H), 3.49 (t, J=6.3 Hz, 2H), 2.85 (t, J=6.3 Hz, 2H). Reactants: ice water, C(=O)NC=1SC=CC1C(=O)O (2-formylaminothiophene-3-carboxylic acid), S(O)(O)(=O)=O (sulphuric acid), OS(=O)(=O)O.O=S(=O)=O (oleum), [N+](=O)(O)[O-] (nitric acid). Conditions: temperature -5 celsius, time 5 minute. The product is C(=O)NC=1SC(=CC1C(=O)O)[N+](=O)[O-] (2-formylamino-5-nitrothiophene-3-carboxylic acid). Isolated yield 90.0%. RXN SMILES: [CH:1]([NH:3][C:4]1[S:5][CH:6]=[CH:7][C:8]=1[C:9]([OH:11])=[O:10])=[O:2].S(=O)(=O)(O)O.OS(O)(=O)=O.O=S(=O)=O.[N+:26]([O-])([OH:28])=[O:27]>>[CH:1]([NH:3][C:4]1[S:5][C:6]([N+:26]([O-:28])=[O:27])=[CH:7][C:8]=1[C:9]([OH:11])=[O:10])=[O:2] |f:2.3|. Procedure details: 51.3 parts of 2-formylaminothiophene-3-carboxylic acid are added to 500 parts of sulphuric acid (sp.gr. 1.84) at a temperature below 10°C, and 56.7 parts of a nitrating mixture (obtained by mixing together 633 parts of 20% oleum and 348 parts of nitric acid of sp.gr. 1.50) are then slowly added, the temperature of the mixture being maintained at -10° to -5°C by external cooling. The mixture is stirred for 5 minutes at -5°C, poured into an ice/water mixture and the precipitated 2-formylamino-5-ni... Reactants: ClC=1N=C(C2=C(N1)C=C(S2)CNC)N2CCOCC2 ((2-Chloro-4-morpholin-4-yl-thieno[3,2-d]pyrimidin-6-ylmethyl)-methylamine), O=C1CCN(CC1)C(=O)OC(C)(C)C (1-tert-butyl 4-oxo-1-piperidinecarboxylate). Yields the product C(C)(C)(C)OC(=O)N1CCC(CC1)N(C)CC1=CC=2N=C(N=C(C2S1)N1CCOCC1)Cl (4-[(2-chloro-4-morpholin-4-yl-thieno[3,2-d]pyrimidin-6-ylmethyl)-methyl-amino]-piperidine-1-carboxylic acid tert-butyl ester), solid. The yield is 72.0%. Reaction SMILES: [Cl:1][C:2]1[N:3]=[C:4]([N:14]2[CH2:19][CH2:18][O:17][CH2:16][CH2:15]2)[C:5]2[S:10][C:9]([CH2:11][NH:12][CH3:13])=[CH:8][C:6]=2[N:7]=1.O=[C:21]1[CH2:26][CH2:25][N:24]([C:27]([O:29][C:30]([CH3:33])([CH3:32])[CH3:31])=[O:28])[CH2:23][CH2:22]1>>[C:30]([O:29][C:27]([N:24]1[CH2:25][CH2:26][CH:21]([N:12]([CH2:11][C:9]2[S:10][C:5]3[C:4]([N:14]4[CH2:15][CH2:16][O:17][CH2:18][CH2:19]4)=[N:3][C:2]([Cl:1])=[N:7][C:6]=3[CH:8]=2)[CH3:13])[CH2:22][CH2:23]1)=[O:28])([CH3:33])([CH3:32])[CH3:31]. Procedure: (2-Chloro-4-morpholin-4-yl-thieno[3,2-d]pyrimidin-6-ylmethyl)-methylamine was reacted with 1-tert-butyl 4-oxo-1-piperidinecarboxylate using standard reductive amination conditions. The resulting crude solid was triturated with diethylether to give 4-[(2-chloro-4-morpholin-4-yl-thieno[3,2-d]pyrimidin-6-ylmethyl)-methyl-amino]-piperidine-1-carboxylic acid tert-butyl ester as an off white solid (72% yield), which was reacted with 5-(4,4,5,5-tetramethyl-[1,3,2]dioxaborolan-2-yl)-pyrimidin-2-ylamine ... Reactants: CC(=O)N1CCC(C(=O)O)CC1, CN(C(=O)c1ccc(Cl)c(C(F)(F)F)c1)C1CCNCC1c1ccc(F)cc1, Cl. The product is CC(=O)N1CCC(C(=O)N2CCC(N(C)C(=O)c3ccc(Cl)c(C(F)(F)F)c3)C(c3ccc(F)cc3)C2)CC1. Reaction SMILES: [C:30]([CH3:31])(=[O:32])[N:33]1[CH2:34][CH2:35][CH:36]([C:39](=[O:40])[OH:41])[CH2:37][CH2:38]1.[Cl:2][c:3]1[c:4]([C:26]([F:27])([F:28])[F:29])[cH:5][c:6]([C:7](=[O:8])[N:9]([CH3:10])[CH:11]2[CH:12]([c:17]3[cH:18][cH:19][c:20]([F:23])[cH:21][cH:22]3)[CH2:13][NH:14][CH2:15][CH2:16]2)[cH:24][cH:25]1.[ClH:1]>>[Cl:2][c:3]1[c:4]([C:26]([F:27])([F:28])[F:29])[cH:5][c:6]([C:7](=[O:8])[N:9]([CH3:10])[CH:11]2[CH:12]([c:17]3[cH:18][cH:19][c:20]([F:23])[cH:21][cH:22]3)[CH2:13][N:14]([C:39]([CH:36]3[CH2:35][CH2:34][N:33]([C:30]([CH3:31])=[O:32])[CH2:38][CH2:37]3)=[O:40])[CH2:15][CH2:16]2)[cH:24][cH:25]1. RXN SMILES: [NH2:1][C:2]1[CH:11]=[C:10]([Cl:12])[CH:9]=[CH:8][C:3]=1[C:4]([O:6]C)=[O:5].CCN(C(C)C)C(C)C.[CH3:22][O:23][C:24]1[CH:29]=[CH:28][C:27]([C:30]2[CH:31]=[C:32]([C:35](O)=[O:36])[S:33][CH:34]=2)=[CH:26][CH:25]=1.O=P(Cl)(Cl)Cl.NCCNCCN.CCN(C(C1C=CC=C(C)C=1)=O)CC.[OH-]>ClCCCl.CC(N(C)C)=O>[Cl:12][C:10]1[CH:9]=[CH:8][C:3]([C:4]([OH:6])=[O:5])=[C:2]([NH:1][C:35]([C:32]2[S:33][CH:34]=[C:30]([C:27]3[CH:28]=[CH:29][C:24]([O:23][CH3:22])=[CH:25][CH:26]=3)[CH:31]=2)=[O:36])[CH:11]=1. Yields the product ClC1=CC(=C(C(=O)O)C=C1)NC(=O)C=1SC=C(C1)C1=CC=C(C=C1)OC (4-Chloro-2-[({4-[4-(methyloxy)phenyl]-2-thienyl}carbonyl)amino]benzoic acid), eluant. Procedure details: In a 2 mL vial, methyl 2-amino-4-chlorobenzoate (7.4 mg, 40 μmol) was dissolved into a mixture of 655 μL DCE and 120 μL DMA, followed by addition of DIPEA (600 μmol, 15 eq.). 4-(4-Methoxyphenyl)thiophene-2-carboxylic acid (13.7 mg, 120 μmol, 3 eq.) and POCl3 (28.1 mg, 120 μmol, 3 eq.) were added. The reaction mixture was capped and stirred at room temperature overnight. Another 700 μL of DCE was added to the reaction mixture along with the following resin bound reagents: a resin bound diethylene... Run in ClCCCl (DCE), ClCCCl (DCE), CC(=O)N(C)C (DMA). The reactants are NC1=C(C(=O)OC)C=CC(=C1)Cl (methyl 2-amino-4-chlorobenzoate), hydroxide ion, [OH-] (Hydroxide), CCN(CC)C(=O)C1=CC(=CC=C1)C (DETA), COC1=CC=C(C=C1)C=1C=C(SC1)C(=O)O (4-(4-Methoxyphenyl)thiophene-2-carboxylic acid), O=P(Cl)(Cl)Cl (POCl3), CCN(C(C)C)C(C)C (DIPEA), NCCNCCN (diethylene triamine). Reaction conditions: time 8 hour. Yield: 30.0%. Reactants: FC1=C(C=C(C(=C1)Cl)O)N1C(OC(C1=O)=C(C)C)=O (3-(2'-fluoro-4'-chloro-5'-hydroxyphenyl)-5-isopropylidene-1,3-oxazolidine-2,4-dione), C([O-])([O-])=O.[Na+].[Na+] (sodium carbonate), C(C#C)Br (propargyl bromide). The solvent is C(C)#N (acetonitrile). Product: FC1=C(C=C(C(=C1)Cl)OCC#C)N1C(OC(C1=O)=C(C)C)=O (3-(2'-fluoro-4'-chloro-5'-propargyloxyphenyl)-5-isopropylidene-1,3-oxazolidine-2,4-dione). Isolated yield 65.0%. As a reaction SMILES: [F:1][C:2]1[CH:7]=[C:6]([Cl:8])[C:5]([OH:9])=[CH:4][C:3]=1[N:10]1[C:14](=[O:15])[C:13](=[C:16]([CH3:18])[CH3:17])[O:12][C:11]1=[O:19].C(=O)([O-])[O-].[Na+].[Na+].[CH2:26](Br)[C:27]#[CH:28]>C(#N)C>[F:1][C:2]1[CH:7]=[C:6]([Cl:8])[C:5]([O:9][CH2:28][C:27]#[CH:26])=[CH:4][C:3]=1[N:10]1[C:14](=[O:15])[C:13](=[C:16]([CH3:17])[CH3:18])[O:12][C:11]1=[O:19] |f:1.2.3|. Reported procedure: To an acetonitrile solution (30 ml) of 3-(2'-fluoro-4'-chloro-5'-hydroxyphenyl)-5-isopropylidene-1,3-oxazolidine-2,4-dione (0.72 g, 2.5 mmol) was added sodium carbonate (0.16 g), and the mixture was heated at reflux for 1 hour. After the addition of propargyl bromide (0.36 g, 3.0 mmol), the reaction mixture was further refluxed for 1 hour. After the solution was quenched with 0.1N hydrochloric acid, the product was extracted with chloroform. The extracts combined were dried and evaporated as sma... Reactants: N1=CC=C(C=C1)C(C(CC)=O)Br (1-(4-Pyridyl)-1-bromo-2-butanone), C(C)(=O)NC(=S)N (1-acetyl-2-thiourea), thiol, [O-]C#N.[K+] (potassium cyanate), Cl (hydrochloric acid), C([O-])(O)=O.[Na+] (sodium bicarbonate). Run in C(C)O (ethanol). Run at temperature 80 celsius. Product: C(C)C=1NC(SC1C1=CC=NC=C1)=O (4-Ethyl-5-pyridin-4-yl-2(3H)thiazolone). RXN SMILES: [N:1]1[CH:6]=[CH:5][C:4]([CH:7](Br)[C:8](=O)[CH2:9][CH3:10])=[CH:3][CH:2]=1.C([NH:16][C:17](N)=[S:18])(=O)C.[O-:20]C#N.[K+].Cl.C(=O)(O)[O-].[Na+]>C(O)C>[CH2:9]([C:8]1[NH:16][C:17](=[O:20])[S:18][C:7]=1[C:4]1[CH:5]=[CH:6][N:1]=[CH:2][CH:3]=1)[CH3:10] |f:2.3,5.6|. Procedure: 1-(4-Pyridyl)-1-bromo-2-butanone (28.8 g, 0.1 mol) and 1-acetyl-2-thiourea (13.0 g, 0.11 mol) are combined in 200 ml absolute ethanol and refluxed 24 hours. The solvent is evaporated and the residue is purified by chromatography. The thiol is mixed with (8.1 g, 0.1 mol) potassium cyanate and 0.2 mol 10% aqueous hydrochloric acid. The mixture is heated to 80° C. for 15 minutes, then cooled. The acid is adjusted to ph=6.5 with solid sodium bicarbonate which causes the product to precipitate. Yields the product ClC=1C=C2C3=CC(=CC=C3S(NC2=C2N=CC=CC12)(=O)=O)NC(CO)CO (2-(12-Chloro-6,6-dioxo-5,6-dihydro-6λ*6*-thia-4,5-diaza-chrysen-9-ylamino)-propane-1,3-diol). Reaction SMILES: [Cl:1][C:2]1[CH:3]=[C:4]2[C:13](=[C:14]3[C:19]=1[CH:18]=[CH:17][CH:16]=[N:15]3)[NH:12][S:11](=[O:21])(=[O:20])[C:10]1[C:5]2=[CH:6][C:7](F)=[CH:8][CH:9]=1.[NH2:23][CH:24]([CH2:27][OH:28])[CH2:25][OH:26]>CN1C(=O)CCC1>[Cl:1][C:2]1[CH:3]=[C:4]2[C:13](=[C:14]3[C:19]=1[CH:18]=[CH:17][CH:16]=[N:15]3)[NH:12][S:11](=[O:21])(=[O:20])[C:10]1[C:5]2=[CH:6][C:7]([NH:23][CH:24]([CH2:27][OH:28])[CH2:25][OH:26])=[CH:8][CH:9]=1. The reactants are ClC=1C=C2C3=CC(=CC=C3S(NC2=C2N=CC=CC12)(=O)=O)F (12-Chloro-9-fluoro-5H-6-thia-4,5-diaza-chrysene 6,6-dioxide), NC(CO)CO (serinol). The yield is 10.4%. The solvent is CN1CCCC1=O (NMP). Procedure details: In a similar fashion using route 51 general procedure 118, 12-chloro-9-fluoro-5H-6-thia-4,5-diaza-chrysene 6,6-dioxide 503 (200 mg, 0.59 mmol), serinol (217 mg, 2.3 mmol) and NMP (2 ml) gave title compound (25 mg, 54%) after purification by column chromatography using DCM/MeOH:aq.NH3 (99.5:0.5:1 drop) as the eluent. Procedure: A mixture of 26 mg (0.083 mmol) of N-[4,8-dimethoxyquinoline-2-yl)carbonyl]-4-piperidone (prepared as described in Example 44), 12.5 mg (0.083 mmol) of 2-hydroxy-5-methylbenzamide, and 0.020 mL of morpholine in 2 mL of methanol is refluxed for 20 hr. The reaction mixture is diluted with ethyl acetate, and washed with water, brine, and dried over Na2SO4. After solvent removal by rotoevaporation, the crude product is purified by preparative TLC to give 20 mg (0.045 mmol, 54% yield) of 1′-[4,8-dime... Solvent: CO (methanol), C(C)(=O)OCC (ethyl acetate). The reactants are N1CCC(CC1)=O (4-piperidone), OC1=C(C(=O)N)C=C(C=C1)C (2-hydroxy-5-methylbenzamide), N1CCOCC1 (morpholine). Product: CC=1C=CC2=C(C(NC3(CCNCC3)O2)=O)C1 (6-methylspiro-[2H-1,3-benzoxazin-2,4′-piperidin]-4-(3H)-one), 1′-[4,8-dimethoxyquinoline-2-yl)carbonyl. As a reaction SMILES: [NH:1]1[CH2:6][CH2:5][C:4](=[O:7])[CH2:3][CH2:2]1.O[C:9]1[CH:17]=[CH:16][C:15]([CH3:18])=[CH:14][C:10]=1[C:11]([NH2:13])=[O:12].N1CCOCC1>CO.C(OCC)(=O)C>[CH3:18][C:15]1[CH:16]=[CH:17][C:9]2[O:7][C:4]3([CH2:5][CH2:6][NH:1][CH2:2][CH2:3]3)[NH:13][C:11](=[O:12])[C:10]=2[CH:14]=1. Isolated yield 54.0%.